From a dataset of the Open Reaction Database (ORD), a public repository of structured organic reaction records. describe an organic reaction: reactants, conditions, products, and yield Reactants: N1(CCOCC1)C1=NC(=NC(=N1)N1CCOCC1)C1=CC=C(N)C=C1 (4-(4,6-dimorpholin-4-yl-1,3,5-triazin-2-yl)aniline), CC1=CC=C(C=C1)N=C=O (4-methylphenyl isocyanate). Product: N1(CCOCC1)C1=NC(=NC(=N1)N1CCOCC1)C1=CC=C(C=C1)NC(=O)NC1=CC=C(C=C1)C (1-[4-(4,6-dimorpholin-4-yl-1,3,5-triazin-2-yl)phenyl]-3-(4-methylphenyl)urea). As a reaction SMILES: [N:1]1([C:7]2[N:12]=[C:11]([N:13]3[CH2:18][CH2:17][O:16][CH2:15][CH2:14]3)[N:10]=[C:9]([C:19]3[CH:25]=[CH:24][C:22]([NH2:23])=[CH:21][CH:20]=3)[N:8]=2)[CH2:6][CH2:5][O:4][CH2:3][CH2:2]1.[CH3:26][C:27]1[CH:32]=[CH:31][C:30]([N:33]=[C:34]=[O:35])=[CH:29][CH:28]=1>>[N:1]1([C:7]2[N:12]=[C:11]([N:13]3[CH2:18][CH2:17][O:16][CH2:15][CH2:14]3)[N:10]=[C:9]([C:19]3[CH:25]=[CH:24][C:22]([NH:23][C:34]([NH:33][C:30]4[CH:31]=[CH:32][C:27]([CH3:26])=[CH:28][CH:29]=4)=[O:35])=[CH:21][CH:20]=3)[N:8]=2)[CH2:2][CH2:3][O:4][CH2:5][CH2:6]1. Reported procedure: Starting from 4-(4,6-dimorpholin-4-yl-1,3,5-triazin-2-yl)aniline (0.140 g 0.40 mmoles) and 4-methylphenyl isocyanate (74 mg, 0.56 mmoles), the title compound was isolated as a white solid. Yield; 65 mg (33%) (M+H)=476.4 Starting materials: BrC1=CC=C(C=C1)[N+](=O)[O-] (4-bromo-1-nitrobenzene), O (water), C1(=CC=CC=C1)CC#N (Phenylacetonitrile), [OH-].[K+] (potassium hydroxide). Run in CO (methanol), CO (methanol). Conditions: temperature 50 celsius. Product: BrC=1C=CC=2C(=C(ON2)C2=CC=CC=C2)C1 (5-Bromo-3-phenyl-2,1-benzisoxazole). The yield is 55.1%. Reaction SMILES: [C:1]1([CH2:7][C:8]#N)[CH:6]=[CH:5][CH:4]=[CH:3][CH:2]=1.[OH-].[K+].[Br:12][C:13]1[CH:18]=C[C:16]([N+:19]([O-])=[O:20])=[CH:15][CH:14]=1.O>CO>[Br:12][C:13]1[CH:14]=[CH:15][C:16]2[C:8]([CH:18]=1)=[C:7]([C:1]1[CH:2]=[CH:3][CH:4]=[CH:5][CH:6]=1)[O:20][N:19]=2 |f:1.2|. Procedure details: Phenylacetonitrile (8.1 g, 69 mmol) was added to a room temperature solution of potassium hydroxide (85%) (74 g, 1.1 mol) in methanol (150 ml). To this was added 4-bromo-1-nitrobenzene (12.7 g, 63 mmol) suspended in methanol (130 ml). An exotherm was noted and the reaction was maintained at 50° C. for 5 hrs. After cooling to room temperature, water (400 ml) was added. The precipitate was collected and washed with water. The crude product (13.15 g) was crystallized from hot methanol (200 ml) to y... The reactants are CCOC(=O)C (EtOAc), OO (Hydrogen peroxide), ClC1=C(C=CC(=C1Cl)S(=O)CC)NC([C@@](C(F)(F)F)(C)O)=O ((R)-N-(2,3-Dichloro-4-ethylsulphinylphenyl)-2-hydroxy-2-methyl-3,3,3-trifluoropropanamide). The solvent is O (water), C(C)(=O)O (acetic acid). Conditions: temperature 95 celsius. Yields the product ClC1=C(C=CC(=C1Cl)S(=O)(=O)CC)NC([C@@](C(F)(F)F)(C)O)=O ((R)-N-(2,3-Dichloro-4-ethylsulphonylphenyl)-2-hydroxy-2-methyl-3,3,3-trifluoropropanamide). As a reaction SMILES: OO.[Cl:3][C:4]1[C:9]([Cl:10])=[C:8]([S:11]([CH2:13][CH3:14])=[O:12])[CH:7]=[CH:6][C:5]=1[NH:15][C:16](=[O:24])[C@:17]([OH:23])([CH3:22])[C:18]([F:21])([F:20])[F:19].CC[O:27]C(C)=O>O.C(O)(=O)C>[Cl:3][C:4]1[C:9]([Cl:10])=[C:8]([S:11]([CH2:13][CH3:14])(=[O:27])=[O:12])[CH:7]=[CH:6][C:5]=1[NH:15][C:16](=[O:24])[C@:17]([OH:23])([CH3:22])[C:18]([F:19])([F:20])[F:21]. Procedure: Hydrogen peroxide (15 ml of a 30 wt. % solution in water) was added to a solution of (R)-N-[4-ethylsulphanyl-2,3-dichlorophenyl]-2-hydroxy-2-methyl-3,3,3-trifluoropropanamide (Method 1) (1.88 g) in glacial acetic acid (26 ml) and the mixture was heated at 95° C. for 1.5 hours then cooled. EtOAc (200 ml) was added and the mixture was washed with saturated aqueous sodium hydrogen carbonate solution (4×200 ml) and brine (250 ml) then was dried. Volatile material was removed by evaporation and the r... Starting materials: O (water), ClC1=CC=C(C=N1)O (6-chloropyridin-3-ol), C(=O)([O-])[O-].[K+].[K+] (K2CO3), FC1=C(C=C(C=C1)[N+](=O)[O-])C (1-fluoro-2-methyl-4-nitrobenzene). Solvent: CN(C)C=O (DMF). Run at temperature 50 celsius. Product: ClC1=NC=C(C=C1)OC1=C(C=C(C=C1)[N+](=O)[O-])C (2-chloro-5-(2-methyl-4-nitrophenoxy)pyridine). Reaction SMILES: [Cl:1][C:2]1[N:7]=[CH:6][C:5]([OH:8])=[CH:4][CH:3]=1.C([O-])([O-])=O.[K+].[K+].F[C:16]1[CH:21]=[CH:20][C:19]([N+:22]([O-:24])=[O:23])=[CH:18][C:17]=1[CH3:25].O>CN(C=O)C>[Cl:1][C:2]1[CH:3]=[CH:4][C:5]([O:8][C:16]2[CH:21]=[CH:20][C:19]([N+:22]([O-:24])=[O:23])=[CH:18][C:17]=2[CH3:25])=[CH:6][N:7]=1 |f:1.2.3|. Procedure: To a suspension of 6-chloropyridin-3-ol (3.37 g, 26.0 mmol) and K2CO3 (7.19 g, 52.0 mmol) in DMF (200 mL) was added 1-fluoro-2-methyl-4-nitrobenzene (4.44 g, 28.6 mmol). After heating to 50° C. for 16 hours, the reaction mixture was cooled to room temperature and poured into water and extracted with ethyl acetate (2×). The organic layer was washed with brine, dried over Na2SO4, filtered, and concentrated under reduced pressure to provide the product as yellow oil. Reactants: CC(C)(S(=O)NCC1=C(C=C2CCCCN12)C(=O)OC)C (Methyl 3-((1,1-Dimethylethylsulfinamido)methyl)-5,6,7,8-tetrahydroindolizine-2-carboxylate), Cl.C(C)OCC (HCl diethyl ether), C(=O)(O)[O-].[Na+] (NaHCO3). Solvent: ClCCl (dichloromethane). Run at time 4 hour. Yields the product NCC1=C(C=C2CCCCN12)C(=O)OC (Methyl 3-(Aminomethyl)-5,6,7,8-tetrahydroindolizine-2-carboxylate). Isolated yield 94.3%. RXN SMILES: CC(C)(S([NH:6][CH2:7][C:8]1[N:16]2[C:11]([CH2:12][CH2:13][CH2:14][CH2:15]2)=[CH:10][C:9]=1[C:17]([O:19][CH3:20])=[O:18])=O)C.Cl.C(OCC)C.C([O-])(O)=O.[Na+]>ClCCl>[NH2:6][CH2:7][C:8]1[N:16]2[C:11]([CH2:12][CH2:13][CH2:14][CH2:15]2)=[CH:10][C:9]=1[C:17]([O:19][CH3:20])=[O:18] |f:1.2,3.4|. Procedure details: A 100-mL single-neck round-bottomed flask equipped with a magnetic stirrer was charged with 238b (3.5 g, 11.2 mmol), saturated HCl/diethyl ether solution (15 mL), and dichloromethane (15 mL). The mixture was stirred at room temperature for 4 h. After the reaction was completed, saturated aqueous NaHCO3 solution (50 mL) was added to the reaction mixture and the mixture was extracted with dichloromethane (3×50 mL). The combined organic layer was evaporated under reduced pressure to afford 238c (2....